From a dataset of the Open Reaction Database (ORD), a public repository of structured organic reaction records. describe an organic reaction: reactants, conditions, products, and yield Reactants: CCCCc1n(Cc2ccc(-c3ccccc3C(=O)OC(C)(C)C)cc2)c2ccc(S(=O)(=O)N(C)C)cc2[n+]1[O-], ClCCl, O=C(O)C(F)(F)F. Product: CCCCc1nc2cc(S(=O)(=O)N(C)C)ccc2n1Cc1ccc(-c2ccccc2C(=O)OC(C)(C)C)cc1. Reaction SMILES: [CH2:1]([CH2:2][CH2:3][CH3:4])[c:5]1[n+:6]([O-:40])[c:7]2[c:8]([n:9]1[CH2:10][c:11]1[cH:12][cH:13][c:14](-[c:17]3[c:18]([C:23](=[O:24])[O:25][C:26]([CH3:27])([CH3:28])[CH3:29])[cH:19][cH:20][cH:21][cH:22]3)[cH:15][cH:16]1)[cH:30][cH:31][c:32]([S:34](=[O:35])(=[O:36])[N:37]([CH3:38])[CH3:39])[cH:33]2.[CH2:48]([Cl:49])[Cl:50].[OH:41][C:42]([C:43]([F:44])([F:45])[F:46])=[O:47]>>[CH2:1]([CH2:2][CH2:3][CH3:4])[c:5]1[n:6][c:7]2[c:8]([n:9]1[CH2:10][c:11]1[cH:12][cH:13][c:14](-[c:17]3[c:18]([C:23](=[O:24])[O:25][C:26]([CH3:27])([CH3:28])[CH3:29])[cH:19][cH:20][cH:21][cH:22]3)[cH:15][cH:16]1)[cH:30][cH:31][c:32]([S:34](=[O:35])(=[O:36])[N:37]([CH3:38])[CH3:39])[cH:33]2.